From a dataset of the Open Reaction Database (ORD), a public repository of structured organic reaction records. describe an organic reaction: reactants, conditions, products, and yield Starting materials: C(C)(C)N1N=C(C=2C(=CC(=CC12)C=1C=C2C(=NC1)NC=C2)C(=O)OC)C (methyl 1-isopropyl-3-methyl-6-(1H-pyrrolo[2,3-b]pyridin-5-yl)-1H-indazole-4-carboxylate), C(C)(C)N1N=CC=2C(=CC(=CC12)C=1C=C2C(=NC1)NC=C2)C(=O)OC (methyl 1-isopropyl-6-(1H-pyrrolo[2,3-b]pyridin-5-yl)-1H-indazole-4-carboxylate), O[Li].O (LiOH.H2O). Product: C(C)(C)N1N=C(C=2C(=CC(=CC12)C=1C=C2C(=NC1)NC=C2)C(=O)O)C (1-isopropyl-3-methyl-6-(1H-pyrrolo[2,3-b]pyridin-5-yl)-1H-indazole-4-carboxylic acid). RXN SMILES: [CH:1]([N:4]1[C:12]2[CH:11]=[C:10]([C:13]3[CH:14]=[C:15]4[CH:21]=[CH:20][NH:19][C:16]4=[N:17][CH:18]=3)[CH:9]=[C:8]([C:22]([O:24]C)=[O:23])[C:7]=2[C:6]([CH3:26])=[N:5]1)([CH3:3])[CH3:2].C(N1C2C=C(C3C=C4C=CNC4=NC=3)C=C(C(OC)=O)C=2C=N1)(C)C.O[Li].O>>[CH:1]([N:4]1[C:12]2[CH:11]=[C:10]([C:13]3[CH:14]=[C:15]4[CH:21]=[CH:20][NH:19][C:16]4=[N:17][CH:18]=3)[CH:9]=[C:8]([C:22]([OH:24])=[O:23])[C:7]=2[C:6]([CH3:26])=[N:5]1)([CH3:3])[CH3:2] |f:2.3|. Procedure details: The title compound was prepared from methyl 1-isopropyl-3-methyl-6-(1H-pyrrolo[2,3-b]pyridin-5-yl)-1H-indazole-4-carboxylate, 1 (50 mg, 0.14 mmol) and LiOH.H2O (20 mg, 0.43 mmol) in the same manner as described for example 80 (step b). The product was collected as an off-white solid (60 mg) and used in the next step without any further purification. LCMS (ES+) m/z: 335.15. Starting materials: BrC1=CC=C(C=N1)CO[C@H]1CN2C(OC1)=NC(=C2)[N+](=O)[O-] ((6S)-6-[(6-bromo-3-pyridinyl)methoxy]-2-nitro-6,7-dihydro-5H-imidazo[2,1-b][1,3]oxazine), C(#C)[Si](C)(C)C (ethynyltrimethylsilane), CCCC[N+](CCCC)(CCCC)CCCC.[F-] (TBAF). The product is C(#C)C1=CC=C(C=N1)CO[C@H]1CN2C(OC1)=NC(=C2)[N+](=O)[O-] ((6S)-6-[(6-ethynyl-3-pyridinyl)methoxy]-2-nitro-6,7-dihydro-5H-imidazo[2,1-b][1,3]oxazine). Yield: 57.2%. RXN SMILES: Br[C:2]1[N:7]=[CH:6][C:5]([CH2:8][O:9][C@@H:10]2[CH2:15][O:14][C:13]3=[N:16][C:17]([N+:19]([O-:21])=[O:20])=[CH:18][N:12]3[CH2:11]2)=[CH:4][CH:3]=1.[C:22]([Si](C)(C)C)#[CH:23].CCCC[N+](CCCC)(CCCC)CCCC.[F-]>>[C:22]([C:2]1[N:7]=[CH:6][C:5]([CH2:8][O:9][C@@H:10]2[CH2:15][O:14][C:13]3=[N:16][C:17]([N+:19]([O-:21])=[O:20])=[CH:18][N:12]3[CH2:11]2)=[CH:4][CH:3]=1)#[CH:23] |f:2.3|. Reported procedure: Sonogashira coupling of bromide 52 (see Example 2F) (0.310 g, 0.873 mmol) and ethynyltrimethylsilane (0.61 mL, 4.3 mmol) at room temperature for 18 h, followed by desilylation with TBAF, as in Example 2U, gave (6S)-6-[(6-ethynyl-3-pyridinyl)methoxy]-2-nitro-6,7-dihydro-5H-imidazo[2,1-b][1,3]oxazine (130) (0.150 g, 57%) as a white solid: mp 168-170° C.; 1H NMR [(CD3)2SO] δ 8.51 (d, J=1.6 Hz, 1H), 8.02 (s, 1H), 7.74 (dd, J=8.0, 2.2 Hz, 1H), 7.54 (dd, J=8.0, 0.6 Hz, 1H), 4.73 (d, J=12.6 Hz, 1H), 4....